From a dataset of the Open Reaction Database (ORD), a public repository of structured organic reaction records. describe an organic reaction: reactants, conditions, products, and yield Reactants: ClC1=C(C(=O)O)C=CC=C1F (2-chloro-3-fluorobenzoic acid), C1(CC1)CC(CN)(C=1C=NC(=NC1)C(F)(F)F)C (3-cyclopropyl-2-methyl-2-(2-(trifluoromethyl)pyrimidin-5-yl)propan-1-amine). The product is ClC1=C(C(=O)NCC(CC2CC2)(C=2C=NC(=NC2)C(F)(F)F)C)C=CC=C1F (2-chloro-N-(3-cyclopropyl-2-methyl-2-(2-(trifluoromethyl)pyrimidin-5-yl)propyl)-3-fluorobenzamide). As a reaction SMILES: [Cl:1][C:2]1[C:10]([F:11])=[CH:9][CH:8]=[CH:7][C:3]=1[C:4]([OH:6])=O.[CH:12]1([CH2:15][C:16]([CH3:29])([C:19]2[CH:20]=[N:21][C:22]([C:25]([F:28])([F:27])[F:26])=[N:23][CH:24]=2)[CH2:17][NH2:18])[CH2:14][CH2:13]1>>[Cl:1][C:2]1[C:10]([F:11])=[CH:9][CH:8]=[CH:7][C:3]=1[C:4]([NH:18][CH2:17][C:16]([CH3:29])([C:19]1[CH:20]=[N:21][C:22]([C:25]([F:28])([F:27])[F:26])=[N:23][CH:24]=1)[CH2:15][CH:12]1[CH2:14][CH2:13]1)=[O:6]. Procedure: From 2-chloro-3-fluorobenzoic acid and 3-cyclopropyl-2-methyl-2-(2-(trifluoromethyl)pyrimidin-5-yl)propan-1-amine. Product: O1C(CCCC1)OCC1=NNC2=CC=C(C=C12)C=O (3-(tetrahydro-pyran-2-yloxymethyl)-1H-indazole-5-carbaldehyde). RXN SMILES: [O:1]1[CH2:6][CH2:5][CH2:4][CH2:3][CH:2]1[O:7][CH2:8][C:9]1[C:17]2[C:12](=[CH:13][CH:14]=[C:15]([CH2:18][OH:19])[CH:16]=2)[NH:11][N:10]=1.O>CS(C)=O>[O:1]1[CH2:6][CH2:5][CH2:4][CH2:3][CH:2]1[O:7][CH2:8][C:9]1[C:17]2[C:12](=[CH:13][CH:14]=[C:15]([CH:18]=[O:19])[CH:16]=2)[NH:11][N:10]=1. Procedure details: To a solution of [3-(tetrahydro-pyran-2-yloxymethyl)-1H-indazol-5-yl]-methanol (0.40 g, 1.50 mmol) in DMSO (3 mL), IBX (0.42 g, 1.50 mmol) was added and the reaction mixture was stirred at room temperature for 3 hours under nitrogen. Water (50 mL) was added; the separated solid was filtered, and the solid was washed with ethyl acetate (100 mL). The filtrate was collected and the organic phase was separated, washed with brine (100 mL), and dried over anhydrous Na2SO4. Removal of solvent gave 3-(t... The solvent is CS(=O)C (DMSO). Conditions: time 3 hour. Starting materials: O1C(CCCC1)OCC1=NNC2=CC=C(C=C12)CO ([3-(tetrahydro-pyran-2-yloxymethyl)-1H-indazol-5-yl]-methanol), O (Water). Starting materials: N[C@H](C(=O)O)CC ((S)-2-aminobutanoic acid), C([O-])([O-])=O.[Na+].[Na+] (sodium carbonate), C(OCC1=CC=CC=C1)(=O)Cl (benzyl carbonochloridate). Run in C1CCOC1 (THF). Run at time 16 hour. Yields the product C(C1=CC=CC=C1)OC(=O)N[C@H](C(=O)O)CC ((S)-2-(((Benzyloxy)carbonyl)amino)butanoic acid). Isolated yield 88.2%. RXN SMILES: [NH2:1][C@@H:2]([CH2:6][CH3:7])[C:3]([OH:5])=[O:4].C(=O)([O-])[O-].[Na+].[Na+].[C:14](Cl)(=[O:23])[O:15][CH2:16][C:17]1[CH:22]=[CH:21][CH:20]=[CH:19][CH:18]=1>C1COCC1>[CH2:16]([O:15][C:14]([NH:1][C@@H:2]([CH2:6][CH3:7])[C:3]([OH:5])=[O:4])=[O:23])[C:17]1[CH:22]=[CH:21][CH:20]=[CH:19][CH:18]=1 |f:1.2.3|. Procedure details: To a solution of (S)-2-aminobutanoic acid (11.2 g, 109 mmol) in THF (200 mL) and a 2 M aqueous sodium carbonate solution (65.2 ml, 130 mmol) was added dropwise at 0° C. benzyl carbonochloridate (17.06 mL, 119 mmol). After stirring at room temperature for 16 hours, the reaction mixture was extracted with H2O/TBME, the aqueous layer was acidified with HCl (2M in H2O) until pH=2 and extracted with EtOAc. The organic layer was dried over Na2SO4, filtered and the filtrate was concentrated to give the... The reactants are ClCCl, CCN(C(=O)Oc1ccc(OC(F)(F)F)cc1)C1CCc2cc(OC)ccc2C1. Yields the product CCN(C(=O)Oc1ccc(OC(F)(F)F)cc1)C1CCc2cc(O)ccc2C1. As a reaction SMILES: [Cl:30][CH2:31][Cl:32].[F:1][C:2]([O:3][c:4]1[cH:5][cH:6][c:7]([O:10][C:11]([N:12]([CH:13]2[CH2:14][c:15]3[cH:16][cH:17][c:18]([O:23][CH3:24])[cH:19][c:20]3[CH2:21][CH2:22]2)[CH2:25][CH3:26])=[O:27])[cH:8][cH:9]1)([F:28])[F:29]>>[F:1][C:2]([O:3][c:4]1[cH:5][cH:6][c:7]([O:10][C:11]([N:12]([CH:13]2[CH2:14][c:15]3[cH:16][cH:17][c:18]([OH:23])[cH:19][c:20]3[CH2:21][CH2:22]2)[CH2:25][CH3:26])=[O:27])[cH:8][cH:9]1)([F:28])[F:29].